Dataset: the Open Reaction Database (ORD), a public repository of structured organic reaction records. Task: describe an organic reaction: reactants, conditions, products, and yield Reactants: ClC(CC(=O)NCCC1=CC=CC=C1)C (3-chloro-N-[2-phenylethyl]butanamide), C(C)NCCCCCCC (N-ethylheptanamine), C([O-])([O-])=O.[K+].[K+] (potassium carbonate). Run in CO (methanol). Product: C(C)N(C(CC(=O)NCCC1=CC=CC=C1)C)CCCCCCC (3-[Ethyl(heptyl)amino]-N-(2-phenylethyl)butaneamide). As a reaction SMILES: Cl[CH:2]([CH3:15])[CH2:3][C:4]([NH:6][CH2:7][CH2:8][C:9]1[CH:14]=[CH:13][CH:12]=[CH:11][CH:10]=1)=[O:5].[CH2:16]([NH:18][CH2:19][CH2:20][CH2:21][CH2:22][CH2:23][CH2:24][CH3:25])[CH3:17].C(=O)([O-])[O-].[K+].[K+]>CO>[CH2:16]([N:18]([CH2:19][CH2:20][CH2:21][CH2:22][CH2:23][CH2:24][CH3:25])[CH:2]([CH3:15])[CH2:3][C:4]([NH:6][CH2:7][CH2:8][C:9]1[CH:14]=[CH:13][CH:12]=[CH:11][CH:10]=1)=[O:5])[CH3:17] |f:2.3.4|. Procedure details: Reflux 5.0 g (21 mmol) of 3-chloro-N-[2-phenylethyl]butanamide, 3.0 gm (21 mmol) N-ethylheptanamine and 3.0 g (21 mmol) of potassium carbonate in 100 mL of methanol. Follow the progress of the reaction by thin layer chromatography on silica gel. At the completion of the reaction remove the solvent in vacuo and add 100 mL of H2O. Extract the aqueous mixture with 3×100 mL of methylene chloride. Dry the organic extracts over anhydrous sodium sulfate. Remove the drying agent and evaporate the solven... Starting materials: C1(C=CC(C=C1)=O)=O (Benzoquinone), C(=CC)N1CCOCC1 (4-propenyl-morpholine). The solvent is C1(=CC=CC=C1)C (toluene). Run at time 8 hour. The product is CC1C(OC2=C1C=C(C=C2)O)N2CCOCC2 (3-methyl-2-morpholin-4-yl-2,3-dihydro-benzofuran-5-ol). The yield is 96.4%. RXN SMILES: [C:1]1(=[O:8])[CH:6]=[CH:5][C:4](=[O:7])[CH:3]=[CH:2]1.[CH:9]([N:12]1[CH2:17][CH2:16][O:15][CH2:14][CH2:13]1)=[CH:10][CH3:11]>C1(C)C=CC=CC=1>[CH3:11][CH:10]1[C:3]2[CH:2]=[C:1]([OH:8])[CH:6]=[CH:5][C:4]=2[O:7][CH:9]1[N:12]1[CH2:17][CH2:16][O:15][CH2:14][CH2:13]1. Reported procedure: Benzoquinone (300 g, 2.8 mol) was added in toluene (1.5 L) and cooled with a dry ice/isopropyl alcohol (IPA) bath. 4-Propenyl-morpholine (prepared as above in EXAMPLE I) (380 g, 3 mol) was added dropwise with stirring. The reaction mixture was aged for overnight, filtered and subsequently air dried to provide 3-methyl-2-morpholin-4-yl-2,3-dihydro-benzofuran-5-ol (628 g, 2.7 mol). Yields the product C(C)(C)C1=CC(=NO1)CNC(=O)C1=NC(=C(C=C1)OCC(F)(F)F)C1=CC=C(C=C1)Cl (6-(4-chloro-phenyl)-5-(2,2,2-trifluoro-ethoxy)-pyridine-2-carboxylic acid (5-isopropyl-isoxazol-3-ylmethyl)-amide). RXN SMILES: [Cl:1][C:2]1[CH:7]=[CH:6][C:5]([C:8]2[N:13]=[C:12]([C:14](O)=[O:15])[CH:11]=[CH:10][C:9]=2[O:17][CH2:18][C:19]([F:22])([F:21])[F:20])=[CH:4][CH:3]=1.[CH3:23][CH:24]([C:26]1[O:30][N:29]=[C:28]([CH2:31][NH2:32])[CH:27]=1)[CH3:25]>>[CH:24]([C:26]1[O:30][N:29]=[C:28]([CH2:31][NH:32][C:14]([C:12]2[CH:11]=[CH:10][C:9]([O:17][CH2:18][C:19]([F:20])([F:22])[F:21])=[C:8]([C:5]3[CH:4]=[CH:3][C:2]([Cl:1])=[CH:7][CH:6]=3)[N:13]=2)=[O:15])[CH:27]=1)([CH3:25])[CH3:23]. Reported procedure: The title compound was synthesized in analogy to Example 41, using 6-(4-chloro-phenyl)-5-(2,2,2-trifluoro-ethoxy)-pyridine-2-carboxylic acid (example AF) and 5-(1-methylethyl)-3-isoxazolemethanamine (CAN 154016-49-6) as starting materials; LC-MS (UV peak area/ESI) 97.1%, 454.6 (M+H)+. Starting materials: ClC1=CC=C(C=C1)C1=C(C=CC(=N1)C(=O)O)OCC(F)(F)F (6-(4-chloro-phenyl)-5-(2,2,2-trifluoro-ethoxy)-pyridine-2-carboxylic acid), CC(C)C1=CC(=NO1)CN (5-(1-methylethyl)-3-isoxazolemethanamine). Starting materials: C(C)(C)(C)C1=C(C=C(C(=O)O)C=C1)[N+](=O)[O-] (4-t-butyl-3-nitrobenzoic acid), Cl.CNC (dimethylamine hydrochloride). The product is C(C)(C)(C)C1=C(C=C(C=C1)C(N(C)C)=O)[N+](=O)[O-] (2-t-Butyl-5-(N,N-dimethylcarbamoyl)-1-nitrobenzene). RXN SMILES: [C:1]([C:5]1[CH:13]=[CH:12][C:8]([C:9](O)=[O:10])=[CH:7][C:6]=1[N+:14]([O-:16])=[O:15])([CH3:4])([CH3:3])[CH3:2].Cl.[CH3:18][NH:19][CH3:20]>>[C:1]([C:5]1[CH:13]=[CH:12][C:8]([C:9](=[O:10])[N:19]([CH3:20])[CH3:18])=[CH:7][C:6]=1[N+:14]([O-:16])=[O:15])([CH3:4])([CH3:3])[CH3:2] |f:1.2|. Reported procedure: Following a similar procedure to that described in Preparation 4, but using 4-t-butyl-3-nitrobenzoic acid and dimethylamine hydrochloride instead of methanol, the title compound was obtained as an oily substance. Reactants: C1(=CC=CC=C1)N1N=C2C(N=CN=C2SC(C)(C)C(=O)OCC)=C1O (2-phenyl-3-hydroxy-7-(1-ethoxycarbonyl-1-methyl-ethylthio)-pyrazolo[4,3-d]pyrimidine), C(CCCCCCCCCCC)Br (n-dodecyl bromide). The product is C1(=CC=CC=C1)N1N=C2C(N=CN=C2SC(C)(C)C(=O)OCC)=C1OCCCCCCCCCCCC (2-Phenyl-3-n-dodecyloxy-7-(1-ethoxycarbonyl-1-methylethylthio)-pyrazolo[4,3-d]pyrimidine). The yield is 30.0%. Reaction SMILES: [C:1]1([N:7]2[C:24]([OH:25])=[C:10]3[N:11]=[CH:12][N:13]=[C:14]([S:15][C:16]([C:19]([O:21][CH2:22][CH3:23])=[O:20])([CH3:18])[CH3:17])[C:9]3=[N:8]2)[CH:6]=[CH:5][CH:4]=[CH:3][CH:2]=1.[CH2:26](Br)[CH2:27][CH2:28][CH2:29][CH2:30][CH2:31][CH2:32][CH2:33][CH2:34][CH2:35][CH2:36][CH3:37]>>[C:1]1([N:7]2[C:24]([O:25][CH2:37][CH2:36][CH2:35][CH2:34][CH2:33][CH2:32][CH2:31][CH2:30][CH2:29][CH2:28][CH2:27][CH3:26])=[C:10]3[N:11]=[CH:12][N:13]=[C:14]([S:15][C:16]([C:19]([O:21][CH2:22][CH3:23])=[O:20])([CH3:18])[CH3:17])[C:9]3=[N:8]2)[CH:2]=[CH:3][CH:4]=[CH:5][CH:6]=1. Reported procedure: 1 g of 2-phenyl-3-hydroxy-7-(1-ethoxycarbonyl-1-methyl-ethylthio)-pyrazolo[4,3-d]pyrimidine and 0.84 g of n-dodecyl bromide were reacted and treated in the same manner as in Example 31 to obtain the desired product. Reactants: ClC=1C(=C(C(=C2C1C(=O)OC2=O)Cl)Cl)Cl (tetrachlorophthalic anhydride), Cl (hydrochloric acid), C(CC(=O)O)(=O)O (malonic acid), N1=CC=CC=C1 (pyridine). Solvent: O (water). Reaction conditions: time 1.5 hour. Product: C(C)(=O)C1=C(C(=O)O)C(=C(C(=C1Cl)Cl)Cl)Cl (2-acetyl-3,4,5,6-tetrachlorobenzoic acid). The yield is 41.7%. RXN SMILES: [Cl:1][C:2]1[C:3]([Cl:15])=[C:4]([Cl:14])[C:5]([Cl:13])=[C:6]2[C:11](=[O:12])[O:10][C:8](=[O:9])[C:7]=12.[C:16](O)(=O)CC(O)=O.N1C=CC=CC=1.Cl>O>[C:11]([C:6]1[C:5]([Cl:13])=[C:4]([Cl:14])[C:3]([Cl:15])=[C:2]([Cl:1])[C:7]=1[C:8]([OH:10])=[O:9])(=[O:12])[CH3:16]. Procedure details: A mixture comprising 57.2 g of tetrachlorophthalic anhydride, 25.0 g of malonic acid and 60 ml of pyridine was stirred at 70° to 75° C. for 1.5 hours. After adding 200 ml of water and 200 ml of conc. hydrochloric acid, the mixture was boiled for 10 minutes. After allowing to cool, the precipitate was collected by filtration and dried. The solid product thus obtained was extracted with 600 ml of hot ether. The extract was concentrated and the residue was recrystallized from dilute ethanol. Thus, ... Starting materials: COC([C@@H](N)CCCCNC(C1=CC=CC=C1)=O)=O (Nε-benzoyl-L-lysine methyl ester), CN=C=S (methyl isothiocyanate), N (ammonia). The solvent is C(C)O (ethanol). Reaction conditions: temperature 40 celsius. Yields the product C(C1=CC=CC=C1)(=O)NCCCCC1C(N(C(N1)=S)C)=O (5-(4-Benzamidobutyl)-3-methyl-2-thiohydantoin). RXN SMILES: CO[C:3](=[O:19])[C@H:4]([CH2:6][CH2:7][CH2:8][CH2:9][NH:10][C:11](=[O:18])[C:12]1[CH:17]=[CH:16][CH:15]=[CH:14][CH:13]=1)[NH2:5].[CH3:20][N:21]=[C:22]=[S:23].N>C(O)C>[C:11]([NH:10][CH2:9][CH2:8][CH2:7][CH2:6][CH:4]1[NH:5][C:22](=[S:23])[N:21]([CH3:20])[C:3]1=[O:19])(=[O:18])[C:12]1[CH:13]=[CH:14][CH:15]=[CH:16][CH:17]=1. Procedure: A solution of Nε-benzoyl-L-lysine methyl ester (26 g) and methyl isothiocyanate (6.75 g) in ethanol (250) was heated under reflux for 12 hours. The solution was saturated with ammonia at 0°C and heated in a bomb at 40°C for 3 days. Evaporation of the solvent gave a gum which was crystallised from isopropyl alcohol. Recrystallisation from iso-propyl alcohol gave the title compound as the quarter isopropyl alcohol solvate 10 g (m.p. 137-8°C). Found: C, 59.4; H, 6.25; N, 13.1. C15H19N3O2S.1/4C3H8O ... Starting materials: CC=1C=C(C=CC1C)/C=C/C1=CC(=C(C(=O)O)C=C1)NC1=CC=C(C=C1)F (4-((E)-2-(3,4-dimethylphenyl)vinyl)-2-(4-fluoroanilino)benzoic acid), C(C)(=O)OCC (ethyl acetate). The reagents and catalysts are [C].[Pd] (palladium-carbon). Solvent: CO (methanol). Conditions: time 2 hour. Yields the product CC=1C=C(C=CC1C)CCC1=CC(=C(C(=O)O)C=C1)NC1=CC=C(C=C1)F (4-(2-(3,4-dimethylphenyl)ethyl)-2-(4-fluoroanilino)benzoic acid). Reaction SMILES: [CH3:1][C:2]1[CH:3]=[C:4](/[CH:9]=[CH:10]/[C:11]2[CH:19]=[CH:18][C:14]([C:15]([OH:17])=[O:16])=[C:13]([NH:20][C:21]3[CH:26]=[CH:25][C:24]([F:27])=[CH:23][CH:22]=3)[CH:12]=2)[CH:5]=[CH:6][C:7]=1[CH3:8].C(OCC)(=O)C>[C].[Pd].CO>[CH3:1][C:2]1[CH:3]=[C:4]([CH2:9][CH2:10][C:11]2[CH:19]=[CH:18][C:14]([C:15]([OH:17])=[O:16])=[C:13]([NH:20][C:21]3[CH:26]=[CH:25][C:24]([F:27])=[CH:23][CH:22]=3)[CH:12]=2)[CH:5]=[CH:6][C:7]=1[CH3:8] |f:2.3|. Procedure: To the obtained 4-((E)-2-(3,4-dimethylphenyl)vinyl)-2-(4-fluoroanilino)benzoic acid were added ethyl acetate 1.0 mL, methanol 1.0 mL and 10% palladium-carbon 10 mg sequentially, and it was stirred under hydrogen atmosphere at room temperature for 2 hours. The solvent was removed under reduced pressure after insoluble matter was filtrated to give 4-(2-(3,4-dimethylphenyl)ethyl)-2-(4-fluoroanilino)benzoic acid 2.5 mg of a white solid.